Dataset: the Open Reaction Database (ORD), a public repository of structured organic reaction records. Task: describe an organic reaction: reactants, conditions, products, and yield Reactants: FC=1C(=C(C=CC1)[N+](=O)[O-])F (difluoronitrobenzene), N1CCNCC1 (piperazine). Solvent: C(C)#N (acetonitrile). Yields the product FC1=C(C=CC(=C1)[N+](=O)[O-])N1CCNCC1 (1-(2-Fluoro-4-nitrophenyl)piperazine). The yield is 81.4%. As a reaction SMILES: [F:1][C:2]1[C:3](F)=[C:4]([N+:8]([O-:10])=[O:9])[CH:5]=[CH:6][CH:7]=1.[NH:12]1[CH2:17][CH2:16][NH:15][CH2:14][CH2:13]1>C(#N)C>[F:1][C:2]1[CH:3]=[C:4]([N+:8]([O-:10])=[O:9])[CH:5]=[CH:6][C:7]=1[N:12]1[CH2:17][CH2:16][NH:15][CH2:14][CH2:13]1. Procedure: A solution of 12.0 g (75.42 mmol) of 3,4-difluoronitrobenzene (2) in 150 mL of acetonitrile was treated with 16.24 g (188.6 mmol) of piperazine, followed by warming at reflux for 3 hours. The solution was cooled to ambient temperature and was concentrated in vacuo. The residue was diluted with 200 mL of water and was extracted with ethyl acetate (3×250 mL). The combined organic layers were extracted with water (200 mL) and saturated NaCl solution (200 mL), followed by drying (Na2SO4). The soluti... Starting materials: CO, O=C(NCc1ccc(OC2CCCCO2)cc1)N1CCN(Cc2ccc3c(c2)OCO3)CC1, O, Cc1ccc(S(=O)(=O)O)cc1. The product is O=C(NCc1ccc(O)cc1)N1CCN(Cc2ccc3c(c2)OCO3)CC1. As a reaction SMILES: [CH3:46][OH:47].[O:1]1[CH2:2][CH2:3][CH2:4][CH2:5][CH:6]1[O:7][c:8]1[cH:9][cH:10][c:11]([CH2:12][NH:13][C:14](=[O:15])[N:16]2[CH2:17][CH2:18][N:19]([CH2:22][c:23]3[cH:24][c:25]4[c:29]([cH:30][cH:31]3)[O:28][CH2:27][O:26]4)[CH2:20][CH2:21]2)[cH:32][cH:33]1.[OH2:34].[c:35]1([CH3:36])[cH:37][cH:38][c:39]([S:40]([OH:41])(=[O:42])=[O:43])[cH:44][cH:45]1>>[OH:7][c:8]1[cH:9][cH:10][c:11]([CH2:12][NH:13][C:14](=[O:15])[N:16]2[CH2:17][CH2:18][N:19]([CH2:22][c:23]3[cH:24][c:25]4[c:29]([cH:30][cH:31]3)[O:28][CH2:27][O:26]4)[CH2:20][CH2:21]2)[cH:32][cH:33]1. The reactants are intermediate B1, C1(=CC(=CC=C1)B(O)O)C (m-tolylboronic acid), C(=O)([O-])[O-].[Cs+].[Cs+] (Cs2CO3), BrC1=C(OC(C2=CC=CC=C12)=O)C(C)O (4-Bromo-3-(1-hydroxyethyl)-1H-isochromen-1-one), BrC1=C(OC(C2=CC=CC=C12)=O)C(C)O (4-Bromo-3-(1-hydroxyethyl)-1H-isochromen-1-one). Reagents/catalysts: C=1C=CC(=CC1)[P](C=2C=CC=CC2)(C=3C=CC=CC3)[Pd]([P](C=4C=CC=CC4)(C=5C=CC=CC5)C=6C=CC=CC6)([P](C=7C=CC=CC7)(C=8C=CC=CC8)C=9C=CC=CC9)[P](C=1C=CC=CC1)(C=1C=CC=CC1)C=1C=CC=CC1 (Pd(PPh3)4). Yields the product OC(C)C=1OC(C2=CC=CC=C2C1C=1C=C(C=CC1)C)=O (3-(1-Hydroxyethyl)-4-m-tolyl-1H-isochromen-1-one). The yield is 55.5%. Reaction SMILES: Br[C:2]1[C:11]2[C:6](=[CH:7][CH:8]=[CH:9][CH:10]=2)[C:5](=[O:12])[O:4][C:3]=1[CH:13]([OH:15])[CH3:14].[C:16]1([CH3:25])[CH:21]=[CH:20][CH:19]=[C:18](B(O)O)[CH:17]=1.C([O-])([O-])=O.[Cs+].[Cs+]>C1C=CC([P]([Pd]([P](C2C=CC=CC=2)(C2C=CC=CC=2)C2C=CC=CC=2)([P](C2C=CC=CC=2)(C2C=CC=CC=2)C2C=CC=CC=2)[P](C2C=CC=CC=2)(C2C=CC=CC=2)C2C=CC=CC=2)(C2C=CC=CC=2)C2C=CC=CC=2)=CC=1>[OH:15][CH:13]([C:3]1[O:4][C:5](=[O:12])[C:6]2[C:11]([C:2]=1[C:18]1[CH:17]=[C:16]([CH3:25])[CH:21]=[CH:20][CH:19]=1)=[CH:10][CH:9]=[CH:8][CH:7]=2)[CH3:14] |f:2.3.4,^1:35,37,56,75|. Reported procedure: The title compound was made in a similar way as that of the intermediate B1 using 4-bromo-3-(1-hydroxyethyl)-1H-isochromen-1-one (Intermediate A2, 0.52 g, 1.93 mmol), m-tolylboronic acid (0.45 g, 3.28 mmol), Pd(PPh3)4 (0.11 g, 0.096 mmol) and Cs2CO3 (0.81 g, 2.5 mmol) to afford the title compound (0.3 g, 55%). Reactants: C(C)(C)(C)OC(=O)N1CC2C(N(CCC2C1)C1=CC=C(C=C1)OC(F)(F)F)=O (4-oxo-5-(4-trifluoromethoxy-phenyl)-octahydro-pyrrolo[3,4-c]pyridine-2-carboxylic acid tert-butyl ester), Cl (hydrochloride). Run in C(C)(=O)OCC (ethyl acetate). Reaction conditions: time 8 hour. Product: Cl.FC(OC1=CC=C(C=C1)N1C(C2C(CC1)CNC2)=O)(F)F (5-(4-Trifluoromethoxy-phenyl)-octahydro-pyrrolo[3,4-c]pyridin-4-one, hydrochloride). RXN SMILES: C(OC([N:8]1[CH2:16][CH:15]2[CH:10]([C:11](=[O:28])[N:12]([C:17]3[CH:22]=[CH:21][C:20]([O:23][C:24]([F:27])([F:26])[F:25])=[CH:19][CH:18]=3)[CH2:13][CH2:14]2)[CH2:9]1)=O)(C)(C)C.[ClH:29]>C(OCC)(=O)C>[ClH:29].[F:27][C:24]([F:25])([F:26])[O:23][C:20]1[CH:21]=[CH:22][C:17]([N:12]2[CH2:13][CH2:14][CH:15]3[CH2:16][NH:8][CH2:9][CH:10]3[C:11]2=[O:28])=[CH:18][CH:19]=1 |f:3.4|. Reported procedure: 4-oxo-5-(4-trifluoromethoxy-phenyl)-octahydro-pyrrolo[3,4-c]pyridine-2-carboxylic acid tert-butyl ester (900 mg, 2.25 mmol) was added to a solution of saturated hydrochloride in ethyl acetate (4 mL). The reaction mixture was stirred at ambient temperature overnight. The solvent was removed under reduced pressure, then the crude product (800 mg) was obtained which was used without further purification. 1H NMR (300 MHz, d6-DMSO): δ 7.51-7.38 (m, 4H), 3.79-3.25 (m, 6H), 3.04-3.01 (m, 1H), 2.84-2.81... The reactants are O=C([O-])[O-], Cl, CC(C)I, [K+], [K+], CN(C)C=O, O=C1OC(O)c2cccc(C(F)(F)F)c21. The product is CC(C)OC(=O)c1c(C=O)cccc1C(F)(F)F. As a reaction SMILES: [C:16](=[O:17])([O-:18])[O-:19].[ClH:31].[I:22][CH:23]([CH3:24])[CH3:25].[K+:20].[K+:21].[O:26]=[CH:27][N:28]([CH3:29])[CH3:30].[OH:1][CH:2]1[O:3][C:4](=[O:15])[c:5]2[c:6]([C:11]([F:12])([F:13])[F:14])[cH:7][cH:8][cH:9][c:10]21>>[O:1]=[CH:2][c:10]1[c:5]([C:4]([O:3][CH:23]([CH3:24])[CH3:25])=[O:15])[c:6]([C:11]([F:12])([F:13])[F:14])[cH:7][cH:8][cH:9]1. Yields the product C(C)NC(=O)N1CCC(CC1)NC1=NC=C(C(=N1)N)C(C1=C(C=CC=C1)OC)=O (4-[4-amino-5-(2-methoxy-benzoyl)-pyrimidin-2-ylamino]-piperidine-1-carboxylic acid ethylamide). RXN SMILES: FC(F)(F)C(O)=O.[NH2:8][C:9]1[C:14]([C:15]([C:17]2[CH:22]=[CH:21][CH:20]=[CH:19][C:18]=2[O:23][CH3:24])=[O:16])=[CH:13][N:12]=[C:11]([NH:25][CH:26]2[CH2:31][CH2:30][NH:29][CH2:28][CH2:27]2)[N:10]=1.[CH2:32]([N:34]=[C:35]=[O:36])[CH3:33]>>[CH2:32]([NH:34][C:35]([N:29]1[CH2:30][CH2:31][CH:26]([NH:25][C:11]2[N:10]=[C:9]([NH2:8])[C:14]([C:15](=[O:16])[C:17]3[CH:22]=[CH:21][CH:20]=[CH:19][C:18]=3[O:23][CH3:24])=[CH:13][N:12]=2)[CH2:27][CH2:28]1)=[O:36])[CH3:33] |f:0.1|. Reactants: FC(C(=O)O)(F)F.NC1=NC(=NC=C1C(=O)C1=C(C=CC=C1)OC)NC1CCNCC1 ([4-amino-2-(piperidin-4-ylamino)-pyrimidin-5-yl]-(2-methoxy-phenyl)-methanone trifluoroacetic acid salt), C(C)N=C=O (ethyl isocyanate). Procedure: The same procedure as described in Example 25 was used, starting from [4-amino-2-(piperidin-4-ylamino)-pyrimidin-5-yl]-(2-methoxy-phenyl)-methanone trifluoroacetic acid salt, Example 11, and ethyl isocyanate (Aldrich), to give 4-[4-amino-5-(2-methoxy-benzoyl)-pyrimidin-2-ylamino]-piperidine-1-carboxylic acid ethylamide. HRMS, observed: 399.2143; Calcd for (M+H)+: 399.2139. The reactants are ClC1=C(C=CC=C1Cl)C1C(=C(NC(=C1C(=O)OC)C)COCC(CC(=O)OCC)=O)C(=O)OCC (ethyl 4-{[4-(2,3-dichlorophenyl)-3-ethoxycarbonyl-5-methoxycarbonyl-6-methyl-1,4-dihydropyridin-2-yl]methoxy}acetoacetate), N12CCCN=C2CCC1 (1,5-diazabicyclo[4.3.0]non-5-ene), Cl.NC(=N)N (guanidine hydrochloride). Run in C(C)O (ethanol). Product: NC1=NC(=CC(N1)=O)COCC=1NC(=C(C(C1C(=O)OCC)C1=C(C(=CC=C1)Cl)Cl)C(=O)OC)C (2-Amino-6-{[4-(2,3-dichlorophenyl)-3-ethoxycarbonyl-5-methoxycarbonyl-6-methyl-1,4-dihydropyridin-2-yl]methoxymethyl}-4-pyrimidone). The yield is 27.3%. Reaction SMILES: [Cl:1][C:2]1[C:7]([Cl:8])=[CH:6][CH:5]=[CH:4][C:3]=1[CH:9]1[C:14]([C:15]([O:17][CH3:18])=[O:16])=[C:13]([CH3:19])[NH:12][C:11]([CH2:20][O:21][CH2:22][C:23](=O)[CH2:24][C:25]([O:27]CC)=O)=[C:10]1[C:31]([O:33][CH2:34][CH3:35])=[O:32].N12CCCC1=NCCC2.Cl.[NH2:46][C:47]([NH2:49])=[NH:48]>C(O)C>[NH2:48][C:47]1[NH:49][C:25](=[O:27])[CH:24]=[C:23]([CH2:22][O:21][CH2:20][C:11]2[NH:12][C:13]([CH3:19])=[C:14]([C:15]([O:17][CH3:18])=[O:16])[CH:9]([C:3]3[CH:4]=[CH:5][CH:6]=[C:7]([Cl:8])[C:2]=3[Cl:1])[C:10]=2[C:31]([O:33][CH2:34][CH3:35])=[O:32])[N:46]=1 |f:2.3|. Reported procedure: A solution of ethyl 4-{[4-(2,3-dichlorophenyl)-3-ethoxycarbonyl-5-methoxycarbonyl-6-methyl-1,4-dihydropyridin-2-yl]methoxy}acetoacetate (0.74 g), 1,5-diazabicyclo[4.3.0]non-5-ene (0.25 g) and guanidine hydrochloride (0.14 g) in ethanol (30 ml) was heated under reflux for 5.5 hours and then evaporated. The residue was dissolved in chloroform and the solution washed successively with water, 10% aqueous sodium carbonate solution and water, dried over anhydrous magnesium sulphate and evaporated. The...